From a dataset of the Open Reaction Database (ORD), a public repository of structured organic reaction records. describe an organic reaction: reactants, conditions, products, and yield Reactants: CN(C)C=O, CSc1nc(Cl)cc(OC(F)F)n1, O=N[O-], [Na+]. Product: CSc1nc(O)cc(OC(F)F)n1. RXN SMILES: [CH3:18][N:19]([CH3:20])[CH:21]=[O:22].[Cl:5][c:6]1[n:7][c:8]([S:16][CH3:17])[n:9][c:10]([O:12][CH:13]([F:14])[F:15])[cH:11]1.[N:1](=[O:2])[O-:3].[Na+:4]>>[OH:2][c:6]1[n:7][c:8]([S:16][CH3:17])[n:9][c:10]([O:12][CH:13]([F:14])[F:15])[cH:11]1. The yield is 10.0%. The reagents and catalysts are [Zn] (zinc). Starting materials: [Y] (yttrium), [Y] (yttrium), C(C)(C)O (isopropanol), [H][H] (hydrogen). Yields the product CC([O-])C.[Y+3].CC([O-])C.CC([O-])C (yttrium isopropoxide). RXN SMILES: [Y:1].[H][H].[CH:4]([OH:7])([CH3:6])[CH3:5]>[Zn]>[CH3:5][CH:4]([CH3:6])[O-:7].[Y+3:1].[CH3:5][CH:4]([CH3:6])[O-:7].[CH3:5][CH:4]([CH3:6])[O-:7] |f:4.5.6.7|. Procedure details: The same reaction was done exactly the same way except no zinc was milled with the yttrium. The milled yttrium was reacted with isopropanol in the same way. There was very little evolution of hydrogen and work-up of the reaction solutions gave a yield of less than 10% for yttrium isopropoxide. The reactants are CCCc1nn(C)c2c(=O)[nH]c(Cc3ccc(Br)cc3)nc12, O=C([O-])[O-], CN1CCCC1=O, [Cu], I, [K+], [K+], c1c[nH]cn1. Product: CCCc1nn(C)c2c(=O)[nH]c(Cc3ccc(-n4ccnc4)cc3)nc12. Reaction SMILES: [Br:1][c:2]1[cH:3][cH:4][c:5]([CH2:6][c:7]2[nH:8][c:9](=[O:20])[c:10]3[c:11]([n:12]2)[c:13]([CH2:17][CH2:18][CH3:19])[n:14][n:15]3[CH3:16])[cH:21][cH:22]1.[C:28](=[O:29])([O-:30])[O-:31].[CH3:35][N:36]1[CH2:37][CH2:38][CH2:39][C:40]1=[O:41].[Cu:42].[I:34].[K+:32].[K+:33].[nH:23]1[cH:24][n:25][cH:26][cH:27]1>>[c:2]1(-[n:23]2[cH:24][n:25][cH:26][cH:27]2)[cH:3][cH:4][c:5]([CH2:6][c:7]2[nH:8][c:9](=[O:20])[c:10]3[c:11]([n:12]2)[c:13]([CH2:17][CH2:18][CH3:19])[n:14][n:15]3[CH3:16])[cH:21][cH:22]1. Reactants: O=C([O-])[O-], COC(=O)c1cc(F)cc(F)c1[N+](=O)[O-], [NH4+], [NH4+], CN(C)C=O, O. Yields the product COC(=O)c1cc(F)cc(N)c1[N+](=O)[O-]. As a reaction SMILES: [C:16](=[O:17])([O-:18])[O-:19].[CH3:1][O:2][C:3]([c:4]1[c:5]([N+:12](=[O:13])[O-:14])[c:6]([F:11])[cH:7][c:8]([F:10])[cH:9]1)=[O:15].[NH4+:20].[NH4+:21].[O:23]=[CH:24][N:25]([CH3:26])[CH3:27].[OH2:22]>>[CH3:1][O:2][C:3]([c:4]1[c:5]([N+:12](=[O:13])[O-:14])[c:6]([NH2:20])[cH:7][c:8]([F:10])[cH:9]1)=[O:15].